This data is from the Open Reaction Database (ORD), a public repository of structured organic reaction records. The task is: describe an organic reaction: reactants, conditions, products, and yield Reactants: O.CC1(NC(CC(C1)=O)(C)C)C (2,2,6,6-tetramethyl-4-piperidone hydrate), C(#N)CCP(CCC#N)=O (bis(2-cyanoethyl)phosphine oxide). Reagents/catalysts: C(C)N(CC)CC (triethylamine). The solvent is C(C)(C)O (isopropanol). The product is CC1(NC(CC(C1)(O)P(CCC#N)(CCC#N)=O)(C)C)C ((2,2,6,6-tetramethyl-4-hydroxy- 4-piperidinyl)bis(2-cyanoethyl)phosphine oxide). The yield is 64.2%. RXN SMILES: O.[CH3:2][C:3]1([CH3:12])[CH2:8][C:7](=[O:9])[CH2:6][C:5]([CH3:11])([CH3:10])[NH:4]1.[C:13]([CH2:15][CH2:16][PH:17](=[O:22])[CH2:18][CH2:19][C:20]#[N:21])#[N:14]>C(N(CC)CC)C.C(O)(C)C>[CH3:2][C:3]1([CH3:12])[CH2:8][C:7]([P:17](=[O:22])([CH2:18][CH2:19][C:20]#[N:21])[CH2:16][CH2:15][C:13]#[N:14])([OH:9])[CH2:6][C:5]([CH3:11])([CH3:10])[NH:4]1 |f:0.1|. Procedure details: To 100 milliliters of isopropanol was added 8.65 grams (0.05 mole) of 2,2,6,6-tetramethyl-4-piperidone hydrate; 7.81 grams (0.05 mole) of bis(2-cyanoethyl)phosphine oxide; and 1 gram of triethylamine as catalyst. The reaction mixture was refluxed four hours, cooled in an ice bath, and the crystalline product filtered off. After recrystallization, there was obtained 10.0 grams of white crystalline product of 128°-130°C. melting point, representing a 65% yield. Reaction SMILES: [CH:1]1([n:10]2[cH:11][cH:12][c:13]3[c:14]2[n:15][cH:16][nH:17][c:18]3=[S:19])[CH:2]([OH:3])[CH:4]([OH:5])[CH:6]([CH2:8][OH:9])[O:7]1.[OH2:20]>>[CH:1]1([n:10]2[cH:11][cH:12][c:13]3[c:14]2[n:15][cH:16][n:17][cH:18]3)[CH:2]([OH:3])[CH:4]([OH:5])[CH:6]([CH2:8][OH:9])[O:7]1. Product: OCC1OC(n2ccc3cncnc32)C(O)C1O. Starting materials: OCC1OC(n2ccc3c(=S)[nH]cnc32)C(O)C1O, O. The reactants are C[Si](C)(C)[N-][Si](C)(C)C.[Li+] (lithium bis(trimethylsilyl)amide), Cl (HCl), BrCCCCN1CSCC1=O (3-(4-bromobutyl)-4-thiazolidinone), ICCCCCI (1,5-diiodopentane). Solvent: hexanes, O1CCCC1 (tetrahydrofuran). Run at temperature -65 celsius, time 15 minute. Yields the product BrCCCCN1CSC2(C1=O)CCCCC2 (3-(4-bromobutyl)-1-thia-3-azaspiro[4.5]decan-4-one). Reaction SMILES: [Br:1][CH2:2][CH2:3][CH2:4][CH2:5][N:6]1[C:10](=[O:11])[CH2:9][S:8][CH2:7]1.I[CH2:13][CH2:14][CH2:15][CH2:16][CH2:17]I.C[Si]([N-][Si](C)(C)C)(C)C.[Li+].Cl>O1CCCC1>[Br:1][CH2:2][CH2:3][CH2:4][CH2:5][N:6]1[C:10](=[O:11])[C:9]2([CH2:17][CH2:16][CH2:15][CH2:14][CH2:13]2)[S:8][CH2:7]1 |f:2.3|. Reported procedure: To a solution of 3-(4-bromobutyl)-4-thiazolidinone (25 g) in tetrahydrofuran (350 ml) cooled to -60° C., was added 1,5-diiodopentane (100 g). The resulting slurry was allowed to cool to -65° C. and a solution of lithium bis(trimethylsilyl)amide in hexanes (220 ml) was added dropwise over a period of 30 minutes while maintaining the internal temperature at or below -55° C. The resulting mixture was stirred for 15 minutes and the internal temperature allowed to rise to 0° C. 0.5N HCl (500 ml) was ... The reactants are N1CCC2=CC(=CC=C12)C#N (indoline-5-carbonitrile), O=C1CN(CC1)C(=O)OC(C)(C)C (tert-butyl 3-oxopyrrolidine-1-carboxylate), CC(=O)O (HOAc), [BH3-]C#N.[Na+] (NaCNBH3). Run in CO (MeOH). Run at time 10 minute. The product is C(#N)C=1C=C2CCN(C2=CC1)C1CN(CC1)C(=O)OC(C)(C)C (tert-butyl 3-(5-cyanoindolin-1-yl)pyrrolidine-1-carboxylate). Reaction SMILES: [NH:1]1[C:9]2[C:4](=[CH:5][C:6]([C:10]#[N:11])=[CH:7][CH:8]=2)[CH2:3][CH2:2]1.O=[C:13]1[CH2:17][CH2:16][N:15]([C:18]([O:20][C:21]([CH3:24])([CH3:23])[CH3:22])=[O:19])[CH2:14]1.CC(O)=O.[BH3-]C#N.[Na+]>CO>[C:10]([C:6]1[CH:5]=[C:4]2[C:9](=[CH:8][CH:7]=1)[N:1]([CH:17]1[CH2:13][CH2:14][N:15]([C:18]([O:20][C:21]([CH3:24])([CH3:23])[CH3:22])=[O:19])[CH2:16]1)[CH2:2][CH2:3]2)#[N:11] |f:3.4|. Procedure details: To a solution of indoline-5-carbonitrile (110 mg, 0.75 mmol) in 2.5 mL of MeOH was added tert-butyl 3-oxopyrrolidine-1-carboxylate (166 mg, 0.90 mmol) and HOAc (0.11 mL, 1.88 mmol) subsequently. After stirring at room temperature for 10 minutes, NaCNBH3 (57 mg, 0.90 mmol) was added and the mixture was then stirred at ambient temperature for 2 days. The volatiles were removed under vacuum. The residue was diluted with EtOAc, then washed with 1 N NaOH solution and brine, dried over Na2SO4, and eva... The reactants are FC(CC(C(N)C(=O)O)CC(F)(F)F)(F)F (5,5,5-trifluoro-3-(2,2,2-trifluoroethyl)-dl-norvaline), [OH-].[Na+] (NaOH), ClC1=CC=C(S1)S(=O)(=O)Cl (5-Chlorothiophene-2-sulfonyl chloride). Run in O (water), C1CCOC1 (THF), CCOC(=O)C (EtOAc). Reaction conditions: temperature 0 celsius, time 60 minute. Yields the product ClC1=CC=C(S1)S(=O)(=O)NC(C(CC(F)(F)F)CC(F)(F)F)C(=O)O (N-[(5-chlorothien-2-yl)sulfonyl]-5,5,5-trifluoro-3-(2,2,2-trifluoroethyl)-dl-norvaline). Yield: 84.2%. RXN SMILES: [F:1][C:2]([F:16])([F:15])[CH2:3][CH:4]([CH2:10][C:11]([F:14])([F:13])[F:12])[CH:5]([C:7]([OH:9])=[O:8])[NH2:6].[OH-].[Na+].[Cl:19][C:20]1[S:24][C:23]([S:25](Cl)(=[O:27])=[O:26])=[CH:22][CH:21]=1>O.C1COCC1.CCOC(C)=O>[Cl:19][C:20]1[S:24][C:23]([S:25]([NH:6][CH:5]([C:7]([OH:9])=[O:8])[CH:4]([CH2:10][C:11]([F:12])([F:13])[F:14])[CH2:3][C:2]([F:15])([F:16])[F:1])(=[O:27])=[O:26])=[CH:22][CH:21]=1 |f:1.2|. Reported procedure: The crude 5,5,5-trifluoro-3-(2,2,2-trifluoroethyl)-dl-norvaline (0.92 g, 3.56 mmol) and NaOH mixture was dissolved in water (10 ml). The mixture was cooled to 0° C. in an ice bath. 5-Chlorothiophene-2-sulfonyl chloride (0.852 g, 3.9 mmol) was dissolved in THF (10 mL) and added dropwise to the reaction mixture over 10 min. After 60 min, the reaction mixture was allowed to warm gradually to 25° C. and stirred for 16 h. THF was removed in vacuo and the mixture was acidified to pH<2 with 1N HCl. Aft... Starting materials: OO (hydrogen peroxide), C(CCC)SC1=NNC=N1 (3-butylthio-1,2,4-triazole). Run in C(C)(=O)O (acetic acid). Reaction conditions: time 24 hour. Yields the product C(CCC)S(=O)C1=NNC=N1 (3-n-butylsulphinyl-1,2,4-triazole). RXN SMILES: [CH2:1]([S:5][C:6]1[N:10]=[CH:9][NH:8][N:7]=1)[CH2:2][CH2:3][CH3:4].[OH:11]O>C(O)(=O)C>[CH2:1]([S:5]([C:6]1[N:10]=[CH:9][NH:8][N:7]=1)=[O:11])[CH2:2][CH2:3][CH3:4]. Reported procedure: To a solution of 15.7 g. 3-butylthio-1,2,4-triazole in 60 ml. glacial acetic acid was added 100 vol. hydrogen peroxide solution (11.4 ml., 1 molecular proportion). The reaction mixture was cooled occasionally during 1 hour to maintain the reaction temperature at 25° - 30° C., and then kept at room temperature for 24 hours. The resulting solution was distilled under reduced pressure to produce a solid residue which was recrystallized from ethyl acetate to give 3-n-butylsulphinyl-1,2,4-triazole, m... The reactants are ice water, C1(=CC=CC=C1)CCCOC1=CC=C(CO)C=C1 (4-(3-phenylpropyloxy)benzyl alcohol), resultant solution, S(=O)(Cl)Cl (thionyl chloride). Run in C(Cl)(Cl)Cl (chloroform). Conditions: time 1 hour. Product: C1(=CC=CC=C1)CCCOC1=CC=C(CCl)C=C1 (4-(3-phenylpropyloxy)benzylchloride). Yield: 99.1%. RXN SMILES: [C:1]1([CH2:7][CH2:8][CH2:9][O:10][C:11]2[CH:18]=[CH:17][C:14]([CH2:15]O)=[CH:13][CH:12]=2)[CH:6]=[CH:5][CH:4]=[CH:3][CH:2]=1.S(Cl)([Cl:21])=O>C(Cl)(Cl)Cl>[C:1]1([CH2:7][CH2:8][CH2:9][O:10][C:11]2[CH:18]=[CH:17][C:14]([CH2:15][Cl:21])=[CH:13][CH:12]=2)[CH:6]=[CH:5][CH:4]=[CH:3][CH:2]=1. Procedure details: 3.0 g of 4-(3-phenylpropyloxy)benzyl alcohol were dissolved in 30 ml of chloroform, and 1.77 g of thionyl chloride were further fed dropwise to the resultant solution. The solution was then stirred for 1 hour at room temperature. After completed the reaction, the solution reacted was poured into ice-water and extracted with chloroform. The organic layer resulted was dried with anhydrous magnesium sulfate, and the solvent used was distillated under reduced pressure, thereby affording 3.2 g of 4-(... The reactants are Cc1ccc(S(=O)(=O)Oc2cc(C(F)(F)F)n(C)n2)cc1, CCCCCCC, C#CCCCCC, ClCCl. The product is CCCCCC#Cc1cc(C(F)(F)F)n(C)n1. Reaction SMILES: [CH3:1][n:2]1[n:3][c:4]([O:11][S:12]([c:13]2[cH:14][cH:15][c:16]([CH3:17])[cH:18][cH:19]2)(=[O:20])=[O:21])[cH:5][c:6]1[C:7]([F:8])([F:9])[F:10].[CH3:29][CH2:30][CH2:31][CH2:32][CH2:33][CH2:34][CH3:35].[CH:22]#[C:23][CH2:24][CH2:25][CH2:26][CH2:27][CH3:28].[Cl:36][CH2:37][Cl:38]>>[CH3:1][n:2]1[n:3][c:4]([C:22]#[C:23][CH2:24][CH2:25][CH2:26][CH2:27][CH3:28])[cH:5][c:6]1[C:7]([F:8])([F:9])[F:10]. The reactants are [N-]=C=O.[K+] (potassium isocyanate), O (water), FC(COC1=CC(=C(C=C1)NC1CCN(CC1)C(=O)OC(C)(C)C)C(=O)OC)F (1,1-Dimethylethyl 4-{[4-(2,2-difluoroethoxy)-2-(methoxycarbonyl)phenyl]amino}piperidine-1-carboxylate). The solvent is CC(=O)O (AcOH). Run at time 12 hour. Product: C(N)(=O)N(C1CCN(CC1)C(=O)OC(C)(C)C)C1=C(C=C(C=C1)OCC(F)F)C(=O)OC (1,1-Dimethylethyl 4-{carbamoyl[4-(2,2-difluoroethoxy)-2-(methoxycarbonyl)-phenyl]amino}piperidine-1-carboxylate). The yield is 95.0%. Reaction SMILES: [N-:1]=[C:2]=[O:3].[K+].O.[F:6][CH:7]([F:34])[CH2:8][O:9][C:10]1[CH:15]=[CH:14][C:13]([NH:16][CH:17]2[CH2:22][CH2:21][N:20]([C:23]([O:25][C:26]([CH3:29])([CH3:28])[CH3:27])=[O:24])[CH2:19][CH2:18]2)=[C:12]([C:30]([O:32][CH3:33])=[O:31])[CH:11]=1>CC(O)=O>[C:2]([N:16]([C:13]1[CH:14]=[CH:15][C:10]([O:9][CH2:8][CH:7]([F:34])[F:6])=[CH:11][C:12]=1[C:30]([O:32][CH3:33])=[O:31])[CH:17]1[CH2:18][CH2:19][N:20]([C:23]([O:25][C:26]([CH3:28])([CH3:29])[CH3:27])=[O:24])[CH2:21][CH2:22]1)(=[O:3])[NH2:1] |f:0.1|. Procedure details: 1.95 g of potassium isocyanate in solution of 4 ml of water are added to a solution of 6.63 g of 1,1-dimethylethyl 4-{[4-(2,2-difluoroethoxy)-2-(methoxycarbonyl)phenyl]amino}piperidine-1-carboxylate obtained in stage 3.3 in 40 ml of AcOH. The mixture is stirred at AT for 12 h 00. It is extracted with AcOEt and the extract is washed with a saturated K2CO3 solution and then with water. It is dried over MgSO4, filtered and evaporated under reduced pressure to give 6.95 g of the expected product. The solvent is CCOCC (ether). Reactants: FC1=C(C=CC(=C1)OCCCCl)C(C)=O (2′-fluoro-4′-chloropropoxyacetophenone), BrBr (bromine), C([O-])(O)=O.[Na+] (sodium bicarbonate). RXN SMILES: [F:1][C:2]1[CH:7]=[C:6]([O:8][CH2:9][CH2:10][CH2:11][Cl:12])[CH:5]=[CH:4][C:3]=1[C:13](=[O:15])[CH3:14].[Br:16]Br.C(=O)(O)[O-].[Na+]>CCOCC>[Br:16][CH2:14][C:13]([C:3]1[CH:4]=[CH:5][C:6]([O:8][CH2:9][CH2:10][CH2:11][Cl:12])=[CH:7][C:2]=1[F:1])=[O:15] |f:2.3|. Procedure details: A solution of the product of Step A (2.3 g) in ether (10 mL) was treated with bromine (0.51 mL) and the mixture stirred for approximately 17 hours. The mixture was slowly poured into saturated sodium bicarbonate solution (40 mL) and then the organic layer was separated. The aqueous layer was washed with a fresh portion of ether (40 mL). The combined organic layers were washed with a fresh portion of water (50 mL), dried over magnesium sulfate, filtered and evaporated to give the title compound (... Product: BrCC(=O)C1=C(C=C(C=C1)OCCCCl)F (alpha-bromo-2′-fluoro-4′-chloropropoxyacetophenone). Run at time 17 hour.